The task is: describe an organic reaction: reactants, conditions, products, and yield. This data is from the Open Reaction Database (ORD), a public repository of structured organic reaction records. The reactants are ClC1=CC=C2C=C(NC(C2=C1)=O)C (7-chloro-3-methyl-2H-isoquinoline-1-one), O(Cl)Cl (oxychloride). Run at time 5 hour. Yields the product ClC1=NC(=CC2=CC=C(C=C12)Cl)C (1,7-Dichloro-3-methyl-isoquinoline), solid. As a reaction SMILES: [Cl:1][C:2]1[CH:11]=[C:10]2[C:5]([CH:6]=[C:7]([CH3:13])[NH:8][C:9]2=O)=[CH:4][CH:3]=1.O(Cl)[Cl:15]>>[Cl:15][C:9]1[C:10]2[C:5](=[CH:4][CH:3]=[C:2]([Cl:1])[CH:11]=2)[CH:6]=[C:7]([CH3:13])[N:8]=1. Procedure: A solution of 7-chloro-3-methyl-2H-isoquinoline-1-one (7.1 g, 36.7 mmol) in 100 mL of phosporous oxychloride is heated to 100° C. After 5 h, the solution is concentrated to dryness. The residue is dissolved in CH2Cl2. The solution is washed with H2O. The organic layer is dried over MgSO4, filtered and concentrated. The crude product is purified by column chromatography eluting with a gradient of 3% EtOAc/hexanes to 5% EtOAc/hexanes. The title compound is obtained as a white solid (6.0 g, 28 mmol... The reactants are C(#N)C1=C(C=C(C(=O)OC)C=C1)O (methyl 4-cyano-3-hydroxybenzoate), C1=CC=C(C=C1)P(C2=CC=CC=C2)C3=CC=CC=C3 (PPh3), C(C)(C)(C)OC(=O)N1[C@H](CN(C(C1)=O)C1=CC(=CC=C1)Cl)CCO (1-tert-butoxycarbonyl-4-(3-chlorophenyl)-2(S)-(2-hydroxyethyl)-5-oxo-piperazine), CCOC(=O)/N=N/C(=O)OCC (DEAD). The solvent is CCCCCC.CCOC(=O)C (hexane EtOAc), C1CCOC1 (THF), C1CCOC1 (THF). Reaction conditions: time 16 hour. Yields the product C(C)(C)(C)OC(=O)N1[C@H](CN(C(C1)=O)C1=CC(=CC=C1)Cl)CCOC1=C(C=CC(=C1)C(=O)OC)C#N (1-tert-butoxycarbonyl-4-(3-chlorophenyl)-2(S)-[2-(2-cyano-5-methoxycarbonylphenoxy)ethyl]-5-oxo-piperazine). RXN SMILES: [C:1]([C:3]1[CH:12]=[CH:11][C:6]([C:7]([O:9][CH3:10])=[O:8])=[CH:5][C:4]=1[OH:13])#[N:2].C1C=CC(P(C2C=CC=CC=2)C2C=CC=CC=2)=CC=1.[C:33]([O:37][C:38]([N:40]1[CH2:45][C:44](=[O:46])[N:43]([C:47]2[CH:52]=[CH:51][CH:50]=[C:49]([Cl:53])[CH:48]=2)[CH2:42][C@@H:41]1[CH2:54][CH2:55]O)=[O:39])([CH3:36])([CH3:35])[CH3:34].CCOC(/N=N/C(OCC)=O)=O>C1COCC1.CCCCCC.CCOC(C)=O>[C:33]([O:37][C:38]([N:40]1[CH2:45][C:44](=[O:46])[N:43]([C:47]2[CH:52]=[CH:51][CH:50]=[C:49]([Cl:53])[CH:48]=2)[CH2:42][C@@H:41]1[CH2:54][CH2:55][O:13][C:4]1[CH:5]=[C:6]([C:7]([O:9][CH3:10])=[O:8])[CH:11]=[CH:12][C:3]=1[C:1]#[N:2])=[O:39])([CH3:36])([CH3:35])[CH3:34] |f:5.6|. Reported procedure: To a solution of 250 mg of methyl 4-cyano-3-hydroxybenzoate (1.42 mmol), as described in Example 4, Step C, and PPh3 (465 mg, 1.77 mmol) in THF (10 mL) was added dropwise a solution of the alcohol from Step E above (503 mg, 1.42 mmol) and DEAD (0.28 mL, 1.77 mmol) in THF (5 mL). After stirring for 16 hr, the solution was concentrated in vacuo and the residue taken up in EtOAc. This was then washed with 10% citric acid solution, saturated NaHCO3 solution, brine and dried over MgSO4. Filtration an... Starting materials: CC1=NC(=CC=C1)C#CC=C1CCNCC1 (2-Methyl-6-(3-piperidin-4-ylideneprop-1-ynyl)pyridine), C(#N)C=1C=C(C=NC1)C#CC=C1CCN(CC1)C(=O)OC(C)(C)C (tert-Butyl 4-[3-(5-cyanopyridin-3-yl)prop-2-ynylidene]piperidine-1-carboxylate), compound. Yields the product N1CCC(CC1)=CC#CC=1C=CC(=NC1)C#N (5-(3-piperidin-4-ylideneprop-1-ynyl)pyridine-2-carbonitrile). Reaction SMILES: C[C:2]1[CH:7]=[CH:6][CH:5]=[C:4]([C:8]#[C:9][CH:10]=[C:11]2[CH2:16][CH2:15][NH:14][CH2:13][CH2:12]2)[N:3]=1.[C:17](C1C=C(C#CC=C2CCN(C(OC(C)(C)C)=O)CC2)C=NC=1)#[N:18]>>[NH:14]1[CH2:13][CH2:12][C:11](=[CH:10][C:9]#[C:8][C:4]2[CH:5]=[CH:6][C:7]([C:2]#[N:3])=[N:18][CH:17]=2)[CH2:16][CH2:15]1. Procedure details: The title compounds were prepared following the procedure described for the compound of Example 3 but starting respectively from the compounds of Example 45 and 46 instead of the compound of Example 2. The crudes were used in the next step without further purification. Reactants: XI, [OH-].[K+] (potassium hydroxide), OC=1C=C(C#N)C=CC1 (3-hydroxybenzonitrile), CN(C(=S)Cl)C (dimethylthiocarbamoyl chloride). The product is CN(C(OC1=CC(=CC=C1)C#N)=S)C (O-3-cyanophenyl dimethylthiocarbamate). As a reaction SMILES: [OH:1][C:2]1[CH:3]=[C:4]([CH:7]=[CH:8][CH:9]=1)[C:5]#[N:6].[CH3:10][N:11]([CH3:15])[C:12](Cl)=[S:13].[OH-].[K+]>>[CH3:10][N:11]([CH3:15])[C:12](=[S:13])[O:1][C:2]1[CH:9]=[CH:8][CH:7]=[C:4]([C:5]#[N:6])[CH:3]=1 |f:2.3|. Reported procedure: If the procedure described in Preparation XI is followed starting from 15 g (126.10-3 mol) of 3-hydroxybenzonitrile, 17.9 g (145.10-3 mol) of dimethylthiocarbamoyl chloride and 7.4 g (132.10-3 mol) of potassium hydroxide, 29 g (quantitative yield) of the expected product are obtained.